From a dataset of the Open Reaction Database (ORD), a public repository of structured organic reaction records. describe an organic reaction: reactants, conditions, products, and yield Procedure details: To a stirred solution of 4.48 g (22.5 mmol) 5-Fluoro-5-nitro-benzoic acid methyl ester (Rarechem) and 60.0 ml dimethylsulphoxid were added 2.23 g (27.0 mmol) dimethylamine hydrochloride and 6.54 g (47.3 mmol) potassium carbonate. The reaction mixture was stirred for 8 h at 60° C. in an autoclave and was reduced with high vacuum rotation evaporator at 65° C. The residue was diluted with dichloromethane, washed twice with water. The combined water phases were extracted with dichloromethane. The co... Run at temperature 60 celsius, time 8 hour. The reactants are COC(C=1C=CCC(C1)([N+](=O)[O-])F)=O (5-Fluoro-5-nitro-benzoic acid methyl ester), Cl.CNC (dimethylamine hydrochloride), C([O-])([O-])=O.[K+].[K+] (potassium carbonate), CS(=O)C (dimethylsulphoxid). As a reaction SMILES: COC(=O)[C:4]1[CH:5]=[CH:6][CH2:7][C:8](F)([N+:10]([O-:12])=[O:11])[CH:9]=1.Cl.[CH3:16][NH:17][CH3:18].[C:19](=[O:22])([O-])[O-:20].[K+].[K+].[CH3:25]S(C)=O>>[CH3:25][O:20][C:19](=[O:22])[C:7]1[CH:6]=[C:5]([N:17]([CH3:18])[CH3:16])[CH:4]=[CH:9][C:8]=1[N+:10]([O-:12])=[O:11] |f:1.2,3.4.5|. The product is COC(C1=C(C=CC(=C1)N(C)C)[N+](=O)[O-])=O (5-Dimethylamino-2-nitro-benzoic acid methyl ester). Isolated yield 69.0%. The reactants are CC(C)(C)OC(=O)N1CCC(NC(=O)c2n[nH]cc2NC(=O)c2c(Cl)cccc2Cl)CC1, CO, CCOC(C)=O. Yields the product O=C(NC1CCNCC1)c1n[nH]cc1NC(=O)c1c(Cl)cccc1Cl. RXN SMILES: [C:1]([O:2][C:3](=[O:4])[N:8]1[CH2:9][CH2:10][CH:11]([NH:14][C:15](=[O:16])[c:17]2[n:18][nH:19][cH:20][c:21]2[NH:22][C:23]([c:24]2[c:25]([Cl:31])[cH:26][cH:27][cH:28][c:29]2[Cl:30])=[O:32])[CH2:12][CH2:13]1)([CH3:5])([CH3:6])[CH3:7].[CH3:33][OH:34].[CH3:35][CH2:36][O:37][C:38]([CH3:39])=[O:40]>>[NH:8]1[CH2:9][CH2:10][CH:11]([NH:14][C:15](=[O:16])[c:17]2[n:18][nH:19][cH:20][c:21]2[NH:22][C:23]([c:24]2[c:25]([Cl:31])[cH:26][cH:27][cH:28][c:29]2[Cl:30])=[O:32])[CH2:12][CH2:13]1. Starting materials: C, CO, [H][H], CCOC(=O)C=C(N)c1ccncc1, [Pd]. Product: CCOC(=O)CC(N)c1ccncc1. RXN SMILES: [C:19].[CH3:17][OH:18].[H:15][H:16].[NH2:1][C:2](=[CH:3][C:4](=[O:5])[O:6][CH2:7][CH3:8])[c:9]1[cH:10][cH:11][n:12][cH:13][cH:14]1.[Pd:20]>>[NH2:1][CH:2]([CH2:3][C:4](=[O:5])[O:6][CH2:7][CH3:8])[c:9]1[cH:10][cH:11][n:12][cH:13][cH:14]1. Starting materials: ClC1=C(C=C(C=C1)N1CCNCC1)C(F)(F)F (1-(4-chloro-3-trifluoromethyl-phenyl)-piperazine), CC(=O)C1=CC(=C(C=C1)OC)OC (3,4-dimethoxyacetophenone), [BH4-].[Na+] (NaBH4). The reagents and catalysts are CC(C)O[Ti](OC(C)C)(OC(C)C)OC(C)C (Ti(OiPr)4). Solvent: CO (methanol). Reaction conditions: time 2 hour. Product: COC=1C=C(C=CC1OC)C(C)N1CCNCC1 (4-[1-(3,4-dimethoxyphenyl)ethyl]piperazine). As a reaction SMILES: ClC1C=CC([N:8]2[CH2:13][CH2:12][NH:11][CH2:10][CH2:9]2)=CC=1C(F)(F)F.[CH3:18][C:19]([C:21]1[CH:26]=[CH:25][C:24]([O:27][CH3:28])=[C:23]([O:29][CH3:30])[CH:22]=1)=O.[BH4-].[Na+]>CC(O[Ti](OC(C)C)(OC(C)C)OC(C)C)C.CO>[CH3:30][O:29][C:23]1[CH:22]=[C:21]([CH:19]([N:8]2[CH2:13][CH2:12][NH:11][CH2:10][CH2:9]2)[CH3:18])[CH:26]=[CH:25][C:24]=1[O:27][CH3:28] |f:2.3|. Procedure details: A quantity of 0.17 g (0.6 mmole, 1 eq) of 1-(4-chloro-3-trifluoromethyl-phenyl)-piperazine and 0.1 g (0.6 mmole, 1 eq) of 3,4-dimethoxyacetophenone and 2 mL of Ti(OiPr)4 are warmed to 70° C. for 2 hours. The reaction solution is cooled to room temperature and 20 mL of anhydrous methanol is added followed by 1.0 g of NaBH4 and the resulting solution is stirred at room temperature for 2 hours. The reaction is quenched by the addition of 1 N NaOH and extracted with CH2Cl2. The CH2Cl2 extracts are d... Reactants: [N+](=O)([O-])C1=CC=C(CCBr)C=C1 (4-nitrophenethyl bromide), N(CCO)(CCO)CCO (triethanolamine). Solvent: O (water). Yields the product [N+](=O)([O-])C1=CC=C(C=C)C=C1 (4-nitrostyrene). The yield is 89.3%. Reaction SMILES: [N+:1]([C:4]1[CH:12]=[CH:11][C:7]([CH2:8][CH2:9]Br)=[CH:6][CH:5]=1)([O-:3])=[O:2].N(CCO)(CCO)CCO>O>[N+:1]([C:4]1[CH:12]=[CH:11][C:7]([CH:8]=[CH2:9])=[CH:6][CH:5]=1)([O-:3])=[O:2]. Procedure: A 500 ml 3-neck round bottom flask was fitted with a thermometer and steam distillation apparatus. The flask was charged with 12.5 g (0.054 mol) of 4-nitrophenethyl bromide, 75 ml (0.565 mol) of triethanolamine and 50 ml of water. The reaction mixture was heated to reflux and the mixture was allowed to slowly steam distill. Approximately 100 mg of hydroquinone was added to the distillate collected in order to prevent polymerization. The distillate was extracted three times with diethyl ether and... The solvent is CC1=CC=CC=C1. Product: C1=CC=C(C(=C1)NCCN)Cl. The reactants are C(CN)N, C1=CC=C(C(=C1)Cl)Br. Isolated yield 0.0%. The reagents and catalysts are CC(C)(C)[O-].[Na+], CC1=CC=C(C=C1)P(C2=CC=C(C=C2)C)C3=CC=C(C=C3)C, CC(=O)O.CC(=O)O.[Pd]. Procedure details: Ref: R2239  To a mixture of 1-bromo-2-chlorobenzene (0.824 g, 4.30 mmol), tri-p- tolylphosphine (0.262 g, 0.86 mmol), sodium 2-methylpropan-2-olate (0.414 g, 4.30 mmol), diacetoxypalladium (0.097 g, 0.43 mmol) in toluene (4 mL) was added ethane-1,2-diamine (1.293 g, 21.52 mmol). The mixture was heated with microwave at 140 °C for 1 h.  No product was formed. Conditions: temperature 140 celsius.